Dataset: the Open Reaction Database (ORD), a public repository of structured organic reaction records. Task: describe an organic reaction: reactants, conditions, products, and yield Starting materials: C(C1=CC=CC=C1)C=1C=NC2=C(C=CC=C2C1C=1C=C(C=CC1)N)C(F)(F)F (3-(3-benzyl-8-trifluoromethyl-quinolin-4-yl)-phenylamine), FC1=C(C=O)C=C(C=C1)F (2,5 difluorobenzaldehyde). Yields the product C(C1=CC=CC=C1)C=1C=NC2=C(C=CC=C2C1C=1C=C(C=CC1)NCC1=C(C=CC(=C1)F)F)C(F)(F)F ({3-[3-BENZYL-8-(TRIFLUOROMETHYL)QUINOLIN-4-YL]PHENYL}(2,5-DIFLUOROBENZYL)AMINE). Reaction SMILES: [CH2:1]([C:8]1[CH:9]=[N:10][C:11]2[C:16]([C:17]=1[C:18]1[CH:19]=[C:20]([NH2:24])[CH:21]=[CH:22][CH:23]=1)=[CH:15][CH:14]=[CH:13][C:12]=2[C:25]([F:28])([F:27])[F:26])[C:2]1[CH:7]=[CH:6][CH:5]=[CH:4][CH:3]=1.[F:29][C:30]1[CH:37]=[CH:36][C:35]([F:38])=[CH:34][C:31]=1[CH:32]=O>>[CH2:1]([C:8]1[CH:9]=[N:10][C:11]2[C:16]([C:17]=1[C:18]1[CH:19]=[C:20]([NH:24][CH2:32][C:31]3[CH:34]=[C:35]([F:38])[CH:36]=[CH:37][C:30]=3[F:29])[CH:21]=[CH:22][CH:23]=1)=[CH:15][CH:14]=[CH:13][C:12]=2[C:25]([F:28])([F:26])[F:27])[C:2]1[CH:3]=[CH:4][CH:5]=[CH:6][CH:7]=1. Procedure: This compound was prepared according to the procedure of example 66, substituting 3-(3-benzyl-8-trifluoromethyl-quinolin-4-yl)-phenylamine and 2,5 difluorobenzaldehyde. MS (ESI) m/z 505. The reactants are ( 3 ), C(C=C)O[C@@H]1C[C@H](C2=CC(=CC=C12)OC)N (trans-3-(allyloxy)-6-methoxy-2,3-dihydro-1H-inden-1-amine), FC=1C=C(C=C(C1)F)C[C@@H]([C@@H]1OC1)NC(OCC1=CC=CC=C1)=O (benzyl (S)-2-(3,5-difluorophenyl)-1-((S)-oxiran-2-yl)ethylcarbamate), ( 1 ), C(C=C)O[C@H]1C[C@@H](C2=CC(=CC=C12)OC)NC[C@H]([C@H](CC1=CC(=CC(=C1)F)F)NC(OCC1=CC=CC=C1)=O)O (benzyl (2S,3R)-4-((1S,3S)-3-(allyloxy)-6-methoxy-2,3-dihydro-1H-inden-1-ylamino)-1-(3,5-difluorophenyl)-3-hydroxybutan-2-ylcarbamate), C(C=C)O[C@@H]1C[C@H](C2=CC(=CC=C12)OC)NC[C@H]([C@H](CC1=CC(=CC(=C1)F)F)NC(OCC1=CC=CC=C1)=O)O (benzyl (2S,3R)-4-((1R,3R)-3-(allyloxy)-6-methoxy-2,3-dihydro-1H-inden-1-ylamino)-1-(3,5-difluorophenyl)-3-hydroxybutan-2-ylcarbamate). Yields the product C(C=C)O[C@@H]1C[C@H](C2=CC(=CC=C12)OC)NC[C@H]([C@H](CC1=CC(=CC(=C1)F)F)N)O ((2R,3S)-1-((1R,3R)-3-(allyloxy)-6-methoxy-2,3-dihydro-1H-inden-1-ylamino)-3-amino-4-(3,5-difluorophenyl)butan-2-ol). The yield is 69.0%. RXN SMILES: C(O[C@H]1C2C(=CC(OC)=CC=2)[C@H](N)C1)C=C.FC1C=C(C[C@H](NC(=O)OCC2C=CC=CC=2)[C@H]2CO2)C=C(F)C=1.[CH2:41]([O:44][C@@H:45]1[C:53]2[C:48](=[CH:49][C:50]([O:54][CH3:55])=[CH:51][CH:52]=2)[C@@H:47]([NH:56][CH2:57][C@@H:58]([OH:80])[C@@H:59]([NH:69]C(=O)OCC2C=CC=CC=2)[CH2:60][C:61]2[CH:66]=[C:65]([F:67])[CH:64]=[C:63]([F:68])[CH:62]=2)[CH2:46]1)[CH:42]=[CH2:43].C(O[C@H]1C2C(=CC(OC)=CC=2)[C@H](NC[C@@H](O)[C@@H](NC(=O)OCC2C=CC=CC=2)CC2C=C(F)C=C(F)C=2)C1)C=C>>[CH2:41]([O:44][C@H:45]1[C:53]2[C:48](=[CH:49][C:50]([O:54][CH3:55])=[CH:51][CH:52]=2)[C@H:47]([NH:56][CH2:57][C@@H:58]([OH:80])[C@@H:59]([NH2:69])[CH2:60][C:61]2[CH:62]=[C:63]([F:68])[CH:64]=[C:65]([F:67])[CH:66]=2)[CH2:46]1)[CH:42]=[CH2:43]. Procedure: Step X (3): trans-3-(allyloxy)-6-methoxy-2,3-dihydro-1H-inden-1-amine from Step X (2) was reacted with benzyl (S)-2-(3,5-difluorophenyl)-1-((S)-oxiran-2-yl)ethylcarbamate according to the conditions described in Step V (1). The crude product was purified using silica gel column chromatography to provide 900 mg (69% yield) of a mixture of benzyl (2S,3R)-4-((1S,3S)-3-(allyloxy)-6-methoxy-2,3-dihydro-1H-inden-1-ylamino)-1-(3,5-difluorophenyl)-3-hydroxybutan-2-ylcarbamate and benzyl (2S,3R)-4-((1R,3... The reactants are CCO, Cl, O=CN1CCN(CCCN2C(=O)CC(c3ccccc3)N2c2ccccc2)CC1. Product: O=C1CC(c2ccccc2)N(c2ccccc2)N1CCCN1CCNCC1. Reaction SMILES: [CH3:30][CH2:31][OH:32].[ClH:33].[c:1]1([N:7]2[N:8]([CH2:19][CH2:20][CH2:21][N:22]3[CH2:23][CH2:24][N:25]([CH:28]=[O:29])[CH2:26][CH2:27]3)[C:9](=[O:18])[CH2:10][CH:11]2[c:12]2[cH:13][cH:14][cH:15][cH:16][cH:17]2)[cH:2][cH:3][cH:4][cH:5][cH:6]1>>[c:1]1([N:7]2[N:8]([CH2:19][CH2:20][CH2:21][N:22]3[CH2:23][CH2:24][NH:25][CH2:26][CH2:27]3)[C:9](=[O:18])[CH2:10][CH:11]2[c:12]2[cH:13][cH:14][cH:15][cH:16][cH:17]2)[cH:2][cH:3][cH:4][cH:5][cH:6]1. The reactants are O (Water), solution, N1C=CC2=C(C=CC=C12)C1(CNCCC1)O (3-(1H-indol-4-yl)-3-piperidinol), CO (methanol), [BH4-].[Na+] (sodium borohydride). Reaction conditions: time 15 minute. Product: CN1CC(CCC1)(O)C1=C2C=CNC2=CC=C1 (1-methyl-3-(1H-indol-4-yl)-3-piperidinol). As a reaction SMILES: [NH:1]1[C:9]2[C:4](=[C:5]([C:10]3([OH:16])[CH2:15][CH2:14][CH2:13][NH:12][CH2:11]3)[CH:6]=[CH:7][CH:8]=2)[CH:3]=[CH:2]1.[BH4-].[Na+].O.[CH3:20]O>>[CH3:20][N:12]1[CH2:13][CH2:14][CH2:15][C:10]([C:5]2[CH:6]=[CH:7][CH:8]=[C:9]3[C:4]=2[CH:3]=[CH:2][NH:1]3)([OH:16])[CH2:11]1 |f:1.2|. Procedure: 5.8 g of a solution of 40% aqueous formal were added at 0° to -5° C. to a mixture of 13.3 g of 3-(1H-indol-4-yl)-3-piperidinol in 120 ml of methanol and after stirring the mixture for 15 minutes, 4.9 g of 95% sodium borohydride were added thereto. Water was added to the mixture which was then extracted with chloroform containing 20% of methanol. The organic phase was washed with water, dried over magnesium sulfate and filtered. The filtrate was evaporated to dryness and the 11.8 g of residue wer... Starting materials: [Si](C)(C)(C(C)(C)C)O[C@@H](CN(C(OC(C)(C)C)=O)C[C@H]1OC2=CC=C(C=C2CC1)C=1C=CC2=C(OC(OC2=O)(C)C)C1)COC1=CC=CC=C1 (tert-butyl (2S)-2-{[tert-butyl(dimethyl)silyl]oxy}-3-phenoxypropyl{[(2S)-6-(2,2-dimethyl-4-oxo-4H-1,3-benzodioxin-7-yl)-3,4-dihydro-2H-chromen-2-yl]methyl}carbamate), C([O-])([O-])=O.[K+].[K+] (potassium carbonate). Solvent: CO (methanol). Conditions: time 18 hour. Yields the product C(C)(C)(C)OC(=O)N(C[C@@H](COC1=CC=CC=C1)O[Si](C)(C)C(C)(C)C)C[C@H]1OC2=CC=C(C=C2CC1)C1=CC(=C(C(=O)OC)C=C1)O (Methyl 4-((2S)-2-{[(tert-butoxycarbonyl)((2S)-2-{[tert-butyl(dimethyl)silyl]oxy}-3-phenoxypropyl)amino]methyl}-3,4-dihydro-2H-chromen-6-yl)-2-hydroxybenzoate). Yield: 97.0%. As a reaction SMILES: [Si:1]([O:8][C@H:9]([CH2:43][O:44][C:45]1[CH:50]=[CH:49][CH:48]=[CH:47][CH:46]=1)[CH2:10][N:11]([CH2:19][C@@H:20]1[CH2:29][CH2:28][C:27]2[C:22](=[CH:23][CH:24]=[C:25]([C:30]3[CH:31]=[CH:32][C:33]4[C:38](=[O:39])[O:37][C:36](C)(C)[O:35][C:34]=4[CH:42]=3)[CH:26]=2)[O:21]1)[C:12](=[O:18])[O:13][C:14]([CH3:17])([CH3:16])[CH3:15])([C:4]([CH3:7])([CH3:6])[CH3:5])([CH3:3])[CH3:2].C(=O)([O-])[O-].[K+].[K+]>CO>[C:14]([O:13][C:12]([N:11]([CH2:19][C@@H:20]1[CH2:29][CH2:28][C:27]2[C:22](=[CH:23][CH:24]=[C:25]([C:30]3[CH:31]=[CH:32][C:33]([C:38]([O:37][CH3:36])=[O:39])=[C:34]([OH:35])[CH:42]=3)[CH:26]=2)[O:21]1)[CH2:10][C@H:9]([O:8][Si:1]([C:4]([CH3:5])([CH3:7])[CH3:6])([CH3:3])[CH3:2])[CH2:43][O:44][C:45]1[CH:46]=[CH:47][CH:48]=[CH:49][CH:50]=1)=[O:18])([CH3:15])([CH3:16])[CH3:17] |f:1.2.3|. Reported procedure: To a solution of Example 204 (0.8 g, 1.14 mmol, 1.0 eq.) in methanol (10 mL) was added potassium carbonate (0.078 g, 0.57 mmol, 0.5 eq.) at room temperature. The reaction mixture was allowed to stir at room temperature for 18 hours and then concentrated under reduced pressure. The resulting residue was washed with distilled water (10 mL) and extracted with ethyl acetate (3×10 mL). The combined extracts were dried over magnesium sulfate, filtered and concentrated under reduced pressure to afford ... Starting materials: CC1(C(CCC1=O)NC(OCC1=CC=CC=C1)=O)C (benzyl 2,2-dimethyl-3-oxocyclopentylcarbamate). The reagents and catalysts are [Pd] (palladium on carbon). The solvent is CO (methanol). Conditions: time 2 hour. Yields the product NC1C(C(CC1)=O)(C)C (3-amino-2,2-dimethylcyclopentanone). The yield is 92.9%. As a reaction SMILES: [CH3:1][C:2]1([CH3:19])[C:6](=[O:7])[CH2:5][CH2:4][CH:3]1[NH:8]C(=O)OCC1C=CC=CC=1>[Pd].CO>[NH2:8][CH:3]1[CH2:4][CH2:5][C:6](=[O:7])[C:2]1([CH3:19])[CH3:1]. Reported procedure: A mixture of benzyl 2,2-dimethyl-3-oxocyclopentylcarbamate (950 mg, 3.64 mmol, from Step 1) and 10% palladium on carbon (193 mg) in methanol (20 mL) was stirred under hydrogen (20 psi) for 2 h. After filtration to remove the catalyst, the filtrate was concentrated to give crude 3-amino-2,2-dimethylcyclopentanone (430 mg), which was used in the next reaction without purification.